The task is: describe an organic reaction: reactants, conditions, products, and yield. This data is from the Open Reaction Database (ORD), a public repository of structured organic reaction records. The reactants are C1(=CC=C(C=C1)S(=O)(=O)OCCC1=CC=C(C=C1)C(CCCCCCC)=O)C (2-(4-Octanoyl phenyl)ethyl p-toluene sulfonate), [I-].[Na+] (Sodium iodide). Solvent: CC(CC)=O (2-butanone). Yields the product ICCC1=CC=C(C=C1)C(CCCCCCC)=O (4′-(2-iodoethyl)octanophenone). The yield is 99.6%. Reaction SMILES: C1(C)C=CC(S(O[CH2:11][CH2:12][C:13]2[CH:18]=[CH:17][C:16]([C:19](=[O:27])[CH2:20][CH2:21][CH2:22][CH2:23][CH2:24][CH2:25][CH3:26])=[CH:15][CH:14]=2)(=O)=O)=CC=1.[I-:29].[Na+]>CC(=O)CC>[I:29][CH2:11][CH2:12][C:13]1[CH:18]=[CH:17][C:16]([C:19](=[O:27])[CH2:20][CH2:21][CH2:22][CH2:23][CH2:24][CH2:25][CH3:26])=[CH:15][CH:14]=1 |f:1.2|. Procedure: 2-(4-Octanoyl phenyl)ethyl p-toluene sulfonate (1.23 g) prepared in the above-described procedure was dissolved in 2-butanone (18 ml) to obtain a solution. Sodium iodide (550 mg) was added to the solution, and the solution was heated to reflux for 40 minutes. The reaction solution was concentrated, and the solution was partitioned with water-dichloromethane. The dichloromethane layer was washed with water, dried over anhydrous sodium sulfate, and concentrated to obtain 4′-(2-iodoethyl)octanophen... The solvent is C(C)O (ethanol), CO (methanol). The product is OC[C@@H](C(=O)OC)NC1CC2=CC=CC=C2C1 (methyl (S)-3-hydroxy-2-(2-indanylamino)propanoate). Reactants: Cl.COC([C@@H](N)CO)=O (L-serine methyl ester hydrochloride), C1C(CC2=CC=CC=C12)=O (2-indanone), C(#N)[BH3-].[Na+] (sodium cyanoborohydride). Procedure: L-serine methyl ester hydrochloride (0.05 moles, 7.78 g) is dissolved in absolute ethanol (400 ml) and methanol (40 ml), added with 2-indanone (0.05 moles, 6.74 g) and sodium cyanoborohydride (0.55 moles, 3.64 g) under stirring in 30 minutes. The mixture is stirred at r.t. for 5 hours, then evaporated to dryness under vacuum and the residue is taken up into water (150 ml) and ethyl acetate (150 ml). The phases are separated and the aqueous phase is further extracted with ethyl acetate (200 ml). ... Conditions: time 30 minute. RXN SMILES: Cl.[CH3:2][O:3][C:4](=[O:9])[C@H:5]([CH2:7][OH:8])[NH2:6].[CH2:10]1[C:18]2[C:13](=[CH:14][CH:15]=[CH:16][CH:17]=2)[CH2:12][C:11]1=O.C([BH3-])#N.[Na+]>C(O)C.CO>[OH:8][CH2:7][C@H:5]([NH:6][CH:11]1[CH2:10][C:18]2[C:13](=[CH:14][CH:15]=[CH:16][CH:17]=2)[CH2:12]1)[C:4]([O:3][CH3:2])=[O:9] |f:0.1,3.4|. Reactants: [OH-].[Na+] (sodium hydroxide), C(C)(C)(C)C1=C(C(=C(C=C1)C)N)N (t-butyltoluenediamine), O=O (oxygen), C1(O)=CC=C(O)C=C1 (hydroquinone), C=1(O)C(O)=CC=CC1 (catechol). Reagents/catalysts: O.O.O.O.O.S(=O)(=O)([O-])[O-].[Cu+2] (copper sulfate pentahydrate), OO (hydrogen peroxide). The solvent is C(CC)OCCO (ethyleneglycol monopropyl ether), O (water), O (water), C(C)(=O)O (acetic acid). Reaction conditions: time 15 minute. The product is C(C)(C)(C)C1=C(C(=C(C=C1)C)N)N.C1(C=CC(C=C1)=O)=O (t-butyltoluenediamine benzoquinone). As a reaction SMILES: [C:1]([C:5]1[CH:10]=[CH:9][C:8]([CH3:11])=[C:7]([NH2:12])[C:6]=1[NH2:13])([CH3:4])([CH3:3])[CH3:2].[C:14]1([CH:21]=[CH:20][C:18]([OH:19])=[CH:17][CH:16]=1)[OH:15].C1(C(=CC=CC=1)O)O.O=O.[OH-].[Na+]>C(OCCO)CC.OO.O.O.O.O.O.O.S([O-])([O-])(=O)=O.[Cu+2].C(O)(=O)C>[C:1]([C:5]1[CH:10]=[CH:9][C:8]([CH3:11])=[C:7]([NH2:12])[C:6]=1[NH2:13])([CH3:4])([CH3:2])[CH3:3].[C:18]1(=[O:19])[CH:20]=[CH:21][C:14](=[O:15])[CH:16]=[CH:17]1 |f:4.5,9.10.11.12.13.14.15,17.18|. Reported procedure: About 3.56 g (0.02 mol) t-butyltoluenediamine was dissolved in about 30 mL ethyleneglycol monopropyl ether. About 2.4 mL glacial acetic acid was added followed by about 1.98 g (0.018 mol) hydroquinone, about 0.22 g (0.002 mol) catechol (chemical name 1,2-dihydroxybenzene), and about 0.2 g copper sulfate pentahydrate. About 10 drops of 1% hydrogen peroxide was added and oxygen was passed for about 5 hours, at a rate of about 40 cc/min. When the reaction was over, about 1.7 g sodium hydroxide, dis... Reactants: O=C1[C@]2([C@H]([C@H]2CO1)C1=CC=CC=C1)NS(=O)(=O)C=1SC(=CC1)C1=NOC(=C1)C(F)(F)F (5-(5-trifluoromethyl-isoxazol-3-yl)-thiophene-2-sulfonic acid [(1R*,5R*,6R*)-2-oxo-6-phenyl-3-oxa-bicyclo[3.1.0]hex-1-yl]-amide), O[Li].O (LiOH—H2O), C1CCOC1 (THF). The solvent is O (water). Run at time 8 hour. Yields the product OC[C@H]1[C@]([C@H]1C1=CC=CC=C1)(C(=O)O)NS(=O)(=O)C=1SC(=CC1)C1=NOC(=C1)C(F)(F)F ((1R*,2R*,3R*)-2-hydroxymethyl-3-phenyl-1-[5-(5-trifluoromethyl-isoxazol-3-yl)-thiophene-2-sulfonylamino]-cyclopropanecarboxylic acid). The yield is 86.0%. As a reaction SMILES: [O:1]=[C:2]1[O:7][CH2:6][C@H:5]2[C@:3]1([NH:14][S:15]([C:18]1[S:19][C:20]([C:23]3[CH:27]=[C:26]([C:28]([F:31])([F:30])[F:29])[O:25][N:24]=3)=[CH:21][CH:22]=1)(=[O:17])=[O:16])[C@H:4]2[C:8]1[CH:13]=[CH:12][CH:11]=[CH:10][CH:9]=1.O[Li].O.C1C[O:38]CC1>O>[OH:7][CH2:6][C@@H:5]1[C@H:4]([C:8]2[CH:13]=[CH:12][CH:11]=[CH:10][CH:9]=2)[C@:3]1([NH:14][S:15]([C:18]1[S:19][C:20]([C:23]2[CH:27]=[C:26]([C:28]([F:29])([F:31])[F:30])[O:25][N:24]=2)=[CH:21][CH:22]=1)(=[O:16])=[O:17])[C:2]([OH:38])=[O:1] |f:1.2|. Procedure: To 5-(5-trifluoromethyl-isoxazol-3-yl)-thiophene-2-sulfonic acid [(1R*,5R*,6R*)-2-oxo-6-phenyl-3-oxa-bicyclo[3.1.0]hex-1-yl]-amide (53 mg, 11 mmol) were added LiOH—H2O (11 mg, 0.27 mmol), 1 mL of THF and 0.5 mL of water. After stirring overnight at room temperature, the reaction mixture was concentrated, diluted with water (2 mL), and acidified to pH 4 with 2N KHSO4. The product was extracted with EtOAc, washed with water (×2), brine and dried over Na2SO4. After concentrating, the product was pr... Reactants: CS(=O)(=O)Cl, Nc1ncc(Sc2ncccn2)s1, c1ccncc1. Product: CS(=O)(=O)Nc1ncc(Sc2ncccn2)s1. RXN SMILES: [CH3:14][S:15]([Cl:16])(=[O:17])=[O:18].[NH2:1][c:2]1[s:3][c:4]([S:7][c:8]2[n:9][cH:10][cH:11][cH:12][n:13]2)[cH:5][n:6]1.[cH:19]1[cH:20][cH:21][n:22][cH:23][cH:24]1>>[NH:1]([c:2]1[s:3][c:4]([S:7][c:8]2[n:9][cH:10][cH:11][cH:12][n:13]2)[cH:5][n:6]1)[S:15]([CH3:14])(=[O:17])=[O:18]. Reactants: COS(=O)(=O)OC, Cc1ccccc1, Clc1ccc(-c2cccc3cn[nH]c23)c(Cl)c1. Yields the product Cn1cc2cccc(-c3ccc(Cl)cc3Cl)c2n1. RXN SMILES: [CH3:18][O:19][S:20]([O:21][CH3:22])(=[O:23])=[O:24].[CH3:25][c:26]1[cH:27][cH:28][cH:29][cH:30][cH:31]1.[Cl:1][c:2]1[c:3](-[c:9]2[cH:10][cH:11][cH:12][c:13]3[cH:14][n:15][nH:16][c:17]23)[cH:4][cH:5][c:6]([Cl:8])[cH:7]1>>[Cl:1][c:2]1[c:3](-[c:9]2[cH:10][cH:11][cH:12][c:13]3[cH:14][n:15]([CH3:18])[n:16][c:17]23)[cH:4][cH:5][c:6]([Cl:8])[cH:7]1. Product: Cl.CN(CCN(C(C(C1=CC=CC=C1)O)=O)C1=C(C=CC=C1)SCC1=CC=CC=C1)C (N-[2-(Dimethylamino)ethyl]-α-hydroxy-N-[2-[(phenylmethyl)thio]phenyl]benzeneacetamide, monohydrochloride). Reported procedure: A solution of Example 19 in methanol was treated with sodium borohydride at room temperature in the usual manner. This product was converted to the hydrochloride salt and crystallized from methanol-ether, m.p. 213°-215° (dec.). Reaction SMILES: [ClH:1].[CH3:2][N:3]([CH3:31])[CH2:4][CH2:5][N:6]([C:17]1[CH:22]=[CH:21][CH:20]=[CH:19][C:18]=1[S:23][CH2:24][C:25]1[CH:30]=[CH:29][CH:28]=[CH:27][CH:26]=1)[C:7](=[O:16])[C:8](=[O:15])[C:9]1[CH:14]=[CH:13][CH:12]=[CH:11][CH:10]=1.[BH4-].[Na+]>CO>[ClH:1].[CH3:2][N:3]([CH3:31])[CH2:4][CH2:5][N:6]([C:17]1[CH:22]=[CH:21][CH:20]=[CH:19][C:18]=1[S:23][CH2:24][C:25]1[CH:30]=[CH:29][CH:28]=[CH:27][CH:26]=1)[C:7](=[O:16])[CH:8]([OH:15])[C:9]1[CH:10]=[CH:11][CH:12]=[CH:13][CH:14]=1 |f:0.1,2.3,5.6|. The reactants are Cl.CN(CCN(C(C(C1=CC=CC=C1)=O)=O)C1=C(C=CC=C1)SCC1=CC=CC=C1)C (N-[2-(Dimethylamino)ethyl]-α-oxo-N-[2-[(phenylmethyl)thio]phenyl]benzeneacetamide, monohydrochloride), [BH4-].[Na+] (sodium borohydride), hydrochloride salt. The solvent is CO (methanol).